Task: describe an organic reaction: reactants, conditions, products, and yield. Dataset: the Open Reaction Database (ORD), a public repository of structured organic reaction records Product: Nc1ccc(CC(NC(=O)C(c2ccccc2)c2ccccc2)c2ccccc2)cc1. Starting materials: CN(C)C=O, Nc1ccc(CC(N)c2ccccc2)cc1, On1nnc2ccccc21, O=C(O)C(c1ccccc1)c1ccccc1. As a reaction SMILES: [CH3:43][N:44]([CH3:45])[CH:46]=[O:47].[NH2:1][c:2]1[cH:3][cH:4][c:5]([CH2:8][CH:9]([c:10]2[cH:11][cH:12][cH:13][cH:14][cH:15]2)[NH2:16])[cH:6][cH:7]1.[OH:33][n:34]1[c:35]2[c:36]([cH:37][cH:38][cH:39][cH:40]2)[n:41][n:42]1.[c:17]1([CH:23]([C:24](=[O:25])[OH:26])[c:27]2[cH:28][cH:29][cH:30][cH:31][cH:32]2)[cH:18][cH:19][cH:20][cH:21][cH:22]1>>[NH2:1][c:2]1[cH:3][cH:4][c:5]([CH2:8][CH:9]([c:10]2[cH:11][cH:12][cH:13][cH:14][cH:15]2)[NH:16][C:24]([CH:23]([c:17]2[cH:18][cH:19][cH:20][cH:21][cH:22]2)[c:27]2[cH:28][cH:29][cH:30][cH:31][cH:32]2)=[O:25])[cH:6][cH:7]1.